describe an organic reaction: reactants, conditions, products, and yield From a dataset of the Open Reaction Database (ORD), a public repository of structured organic reaction records. Reactants: C(#N)CC(=O)N (cyanoacetamide), C(C)(=O)CC(C)=O (acetylacetone), COC(N(C)C)OC (N,N-dimethylformamide dimethylacetal), [Na] (sodium). The solvent is C1CCOC1 (THF), C(C)O (ethanol). Conditions: time 3 hour. The product is C(C)(=O)C=1C=C(C(NC1C)=O)C#N (5-acetyl-6-methyl-1,2-dihydro-2-oxo-3-pyridinecarbonitrile). Reaction SMILES: [C:1]([CH2:4][C:5](=[O:7])[CH3:6])(=O)[CH3:2].[CH3:8]OC(OC)N(C)C.[Na].[C:17]([CH2:19][C:20]([NH2:22])=[O:21])#[N:18]>C(O)C.C1COCC1>[C:5]([C:4]1[CH:8]=[C:19]([C:17]#[N:18])[C:20](=[O:21])[NH:22][C:1]=1[CH3:2])(=[O:7])[CH3:6] |^1:15|. Procedure: A mixture of acetylacetone (41 ml), N,N-dimethylformamide dimethylacetal (106.2 ml) and THF (200 ml) was stirred at room temperature for 3 hours. After distilling off the solvent under reduced pressure, the residue was added dropwise to a solution prepared by dissolving metal sodium (13.8 g) in ethanol (600 ml) and adding thereto cyanoacetamide (33.6 g), and the mixture was refluxed for one hour. The reaction mixture was ice-cooled, and the precipitated crystals were separated by filtration. The... Reactants: C(C)N=C=O (Ethyl isocyanate), CCOCC (ether), C(C)(=O)[O-].C(C)(=O)[O-].C(CCC)[Sn+2]CCCC (Dibutyltin diacetate), CC(CC)OC1=CC=C(OCCO)C=C1 (2-[4-(1-methylpropoxy)phenoxy]ethanol). Run in O (water), CN(C)C=O (DMF). Yields the product C(C)NC(OCCOC1=CC=C(C=C1)OC(CC)C)=O (O-2-[4-(1-methylpropoxy)phenoxy]ethyl N-ethylcarbamate), compound 30. As a reaction SMILES: C([O-])(=O)C.C([O-])(=O)C.C([Sn+2]CCCC)CCC.[CH3:18][CH:19]([O:22][C:23]1[CH:32]=[CH:31][C:26]([O:27][CH2:28][CH2:29][OH:30])=[CH:25][CH:24]=1)[CH2:20][CH3:21].[CH2:33]([N:35]=[C:36]=[O:37])[CH3:34].CCOCC>CN(C=O)C.O>[CH2:33]([NH:35][C:36](=[O:37])[O:30][CH2:29][CH2:28][O:27][C:26]1[CH:31]=[CH:32][C:23]([O:22][CH:19]([CH3:18])[CH2:20][CH3:21])=[CH:24][CH:25]=1)[CH3:34] |f:0.1.2|. Procedure: Dibutyltin diacetate (0.004 ml) is added to a solution of the above alcohol (0.42 g, 2.0 mmol) in 1.5 ml of DMF and the mixture is chilled in an ice bath. Ethyl isocyanate (0.18 ml, 2.2 mmol) is then added and the mixture is allowed to warm slowly to RT. The mixture is then poured into ether and water containing 10% potassium dihydrogen phosphate. The aqueous phase is extracted with ether, and the combined organic phases are washed with water and with brine, dried, filtered and the solvent is re... The reactants are Cl (HCl), CCOCC (ether), C(C)(=O)NC1C2=C(S(C(C1)CCCOC)(=O)=O)SC(=C2)S(=O)(=O)N (4-acetamido-5,6-dihydro-6-(3-methoxypropyl)-4H-thieno[2,3-b]thiopyran-2-sulfonamide-7,7-dioxide), CO (methanol), Cl (HCl). Run in C(C)O (ethanol). Yields the product Cl.NC1C2=C(S(C(C1)CCCOC)(=O)=O)SC(=C2)S(=O)(=O)N ((-)-4-Amino-5,6-dihydro-6-(3-methoxypropyl)-4H-thieno[2,3-b]thiopyran-2-sulfonamide-7,7-dioxide hydrochloride). RXN SMILES: C([NH:4][CH:5]1[CH2:10][CH:9]([CH2:11][CH2:12][CH2:13][O:14][CH3:15])[S:8](=[O:17])(=[O:16])[C:7]2[S:18][C:19]([S:21]([NH2:24])(=[O:23])=[O:22])=[CH:20][C:6]1=2)(=O)C.CO.[ClH:27].CCOCC>C(O)C>[ClH:27].[NH2:4][CH:5]1[CH2:10][CH:9]([CH2:11][CH2:12][CH2:13][O:14][CH3:15])[S:8](=[O:17])(=[O:16])[C:7]2[S:18][C:19]([S:21]([NH2:24])(=[O:23])=[O:22])=[CH:20][C:6]1=2 |f:5.6|. Procedure details: A solution of 4-acetamido-5,6-dihydro-6-(3-methoxypropyl)-4H-thieno[2,3-b]thiopyran-2-sulfonamide-7,7-dioxide (7.3 g), (prepared employing substantially the same procedures as described in Example 10, Steps A through I), methanol (70 ml.) and 6N HCl (70 ml.) was heated at reflux for 18 hours then evaporated at reduced pressure to a volume of 20 ml. The reaction mixture was made basic with aqueous NaHCO3 and extracted wth ethyl acetate (2×80 ml.). The organic phase was washed with brine, dried ov... Reaction SMILES: [CH2:61]1[O:62][CH2:63][CH2:64][CH2:65]1.[CH3:66][CH2:67][OH:68].[CH:6]1([c:12]2[c:13]3[cH:14][cH:15][c:16]4[cH:58][c:57]3[n:28]([c:29]2-[c:30]2[cH:31][cH:32][c:33]([O:36][CH2:37][c:38]3[c:39]([N:47]5[CH2:48][CH2:49][N:50]([S:53](=[O:54])(=[O:55])[CH3:56])[CH2:51][CH2:52]5)[cH:40][cH:41][c:42]([N+:44]([O-:45])=[O:46])[cH:43]3)[cH:34][cH:35]2)[CH2:27][C:26](=[O:59])[NH:25][CH2:24][CH2:23][CH:22]=[CH:21][CH2:20][CH2:19][NH:18][C:17]4=[O:60])[CH2:7][CH2:8][CH2:9][CH2:10][CH2:11]1.[OH2:1].[OH2:2].[Sn:3]([Cl:4])[Cl:5]>>[CH:6]1([c:12]2[c:13]3[cH:14][cH:15][c:16]4[cH:58][c:57]3[n:28]([c:29]2-[c:30]2[cH:31][cH:32][c:33]([O:36][CH2:37][c:38]3[c:39]([N:47]5[CH2:48][CH2:49][N:50]([S:53](=[O:54])(=[O:55])[CH3:56])[CH2:51][CH2:52]5)[cH:40][cH:41][c:42]([NH2:44])[cH:43]3)[cH:34][cH:35]2)[CH2:27][C:26](=[O:59])[NH:25][CH2:24][CH2:23][CH:22]=[CH:21][CH2:20][CH2:19][NH:18][C:17]4=[O:60])[CH2:7][CH2:8][CH2:9][CH2:10][CH2:11]1. Starting materials: C1CCOC1, CCO, CS(=O)(=O)N1CCN(c2ccc([N+](=O)[O-])cc2COc2ccc(-c3c(C4CCCCC4)c4ccc5cc4n3CC(=O)NCCC=CCCNC5=O)cc2)CC1, O, O, Cl[Sn]Cl. Yields the product CS(=O)(=O)N1CCN(c2ccc(N)cc2COc2ccc(-c3c(C4CCCCC4)c4ccc5cc4n3CC(=O)NCCC=CCCNC5=O)cc2)CC1. The reactants are CCOP(=O)(CC#N)OCC, C1CCOC1, C[Si](C)(C)[N-][Si](C)(C)C, [Li+], COc1cc(OC)cc(C(=O)c2ccc3c(c2)OCCO3)c1, O. The product is COc1cc(OC)cc(C(=CC#N)c2ccc3c(c2)OCCO3)c1. RXN SMILES: [CH2:1]([O:2][P:3](=[O:4])([O:5][CH2:6][CH3:7])[CH2:9][C:10]#[N:11])[CH3:8].[CH2:45]1[O:46][CH2:47][CH2:48][CH2:49]1.[CH3:12][Si:13]([N-:14][Si:15]([CH3:16])([CH3:17])[CH3:18])([CH3:19])[CH3:20].[Li+:21].[O:22]1[CH2:23][CH2:24][O:25][c:26]2[c:27]1[cH:28][cH:29][c:30]([C:32](=[O:33])[c:34]1[cH:35][c:36]([O:42][CH3:43])[cH:37][c:38]([O:40][CH3:41])[cH:39]1)[cH:31]2.[OH2:44]>>[CH:9]([C:10]#[N:11])=[C:32]([c:30]1[cH:29][cH:28][c:27]2[c:26]([cH:31]1)[O:25][CH2:24][CH2:23][O:22]2)[c:34]1[cH:35][c:36]([O:42][CH3:43])[cH:37][c:38]([O:40][CH3:41])[cH:39]1. Starting materials: C1OC=2C=C(C=CC2O1)C(=O)C#CCNS(=O)(=O)C1=CC(=CC=C1)Cl (3-(m-chlorobenzenesulfonylamino)-1-propinyl 3,4-methylenedioxyphenyl ketone), Br (HBr). Solvent: C(C)(=O)O (acetic acid). The product is BrC=1C=C(N(C1)S(=O)(=O)C1=CC(=CC=C1)Cl)C1=CC2=C(C=C1)OCO2 (4-Bromo-1-(m-chlorobenzensulfonyl)-2-(3,4-methylenedioxyphenyl)-pyrrole). Reaction SMILES: [CH2:1]1[O:9][C:8]2[CH:7]=[CH:6][C:5]([C:10]([C:12]#[C:13][CH2:14][NH:15][S:16]([C:19]3[CH:24]=[CH:23][CH:22]=[C:21]([Cl:25])[CH:20]=3)(=[O:18])=[O:17])=O)=[CH:4][C:3]=2[O:2]1.[BrH:26]>C(O)(=O)C>[Br:26][C:13]1[CH:12]=[C:10]([C:5]2[CH:6]=[CH:7][C:8]3[O:9][CH2:1][O:2][C:3]=3[CH:4]=2)[N:15]([S:16]([C:19]2[CH:24]=[CH:23][CH:22]=[C:21]([Cl:25])[CH:20]=2)(=[O:18])=[O:17])[CH:14]=1. Procedure details: The title compound is prepared from 3-(m-chlorobenzenesulfonylamino)-1-propinyl 3,4-methylenedioxyphenyl ketone and HBr in acetic acid following the procedure of Example 3b. 1H-NMR (300 MHz, CDCl3): 7.6-7.5 (m, 1H); 7.54 (d, J=2.0 Hz, 1H); 7.4-7.3 (m, 3H); 6.8-6.7 (m, 1H); 6.7-6.6 (m, 2H); 6.16 (d, J=2.0 Hz, 1H); 6.05 (s, 2H). The reactants are C(C)OC(CCNC1=C(C=NC2=CC=CC=C12)N)OCC (N4-(3,3-diethoxypropyl)quinoline-3,4-diamine), C(CCC)(OC)(OC)OC (trimethyl orthobutyrate). Product: C(C)OC(CCN1C(=NC=2C=NC=3C=CC=CC3C21)CCC)OCC (1-(3,3-diethoxypropyl)-2-propyl-1H-imidazo[4,5-c]quinoline). The yield is 91.3%. RXN SMILES: [CH2:1]([O:3][CH:4]([O:19][CH2:20][CH3:21])[CH2:5][CH2:6][NH:7][C:8]1[C:17]2[C:12](=[CH:13][CH:14]=[CH:15][CH:16]=2)[N:11]=[CH:10][C:9]=1[NH2:18])[CH3:2].[C:22](OC)(OC)(OC)[CH2:23][CH2:24][CH3:25]>>[CH2:1]([O:3][CH:4]([O:19][CH2:20][CH3:21])[CH2:5][CH2:6][N:7]1[C:8]2[C:17]3[CH:16]=[CH:15][CH:14]=[CH:13][C:12]=3[N:11]=[CH:10][C:9]=2[N:18]=[C:22]1[CH2:23][CH2:24][CH3:25])[CH3:2]. Procedure: The general method described in Step 3 of Example 15 was used to cyclize N4-(3,3-diethoxypropyl)quinoline-3,4-diamine (20.7 g, 71.5 mmol) by reaction with trimethyl orthobutyrate (13.2 g, 89.4 mmol) to provide 1-(3,3-diethoxypropyl)-2-propyl-1H-imidazo[4,5-c]quinoline (22.3 g) as a dark oil that was used directly in the next step without further purification. The reactants are C1CCOC1, CC(C)C(=O)Nc1cccc(C2CCN(CCN)CC2)c1, O=C(Cl)c1ccc2ccccc2c1. Product: CC(C)C(=O)Nc1cccc(C2CCN(CCNC(=O)c3ccc4ccccc4c3)CC2)c1. Reaction SMILES: [CH2:35]1[O:36][CH2:37][CH2:38][CH2:39]1.[NH2:1][CH2:2][CH2:3][N:4]1[CH2:5][CH2:6][CH:7]([c:10]2[cH:11][c:12]([NH:16][C:17]([CH:18]([CH3:19])[CH3:20])=[O:21])[cH:13][cH:14][cH:15]2)[CH2:8][CH2:9]1.[cH:22]1[c:23]([C:32](=[O:33])[Cl:34])[cH:24][cH:25][c:26]2[cH:27][cH:28][cH:29][cH:30][c:31]12>>[NH:1]([CH2:2][CH2:3][N:4]1[CH2:5][CH2:6][CH:7]([c:10]2[cH:11][c:12]([NH:16][C:17]([CH:18]([CH3:19])[CH3:20])=[O:21])[cH:13][cH:14][cH:15]2)[CH2:8][CH2:9]1)[C:32]([c:23]1[cH:22][c:31]2[c:26]([cH:25][cH:24]1)[cH:27][cH:28][cH:29][cH:30]2)=[O:33]. The reactants are O.[OH-].[Li+] (lithium hydroxide monohydrate), C(C)(C)(C)C1=NN(C(=C1)NC1=C(C(=O)OC)C=C(C=C1)CC)C1=C(C=CC=C1)C (methyl 2-{[3-tert-butyl-1-(2-methylphenyl)-1H-pyrazol-5-yl]amino}-5-ethylbenzoate), Cl (HCl). The solvent is O (water), CO (methanol), C1CCOC1 (THF). Reaction conditions: temperature 40 celsius. Yields the product C(C)(C)(C)C1=NN(C(=C1)NC1=C(C(=O)O)C=C(C=C1)CC)C1=C(C=CC=C1)C (2-{[3-tert-butyl-1-(2-methylphenyl)-1H-pyrazol-5-yl]amino}-5-ethylbenzoic acid). Isolated yield 100.1%. RXN SMILES: [C:1]([C:5]1[CH:9]=[C:8]([NH:10][C:11]2[CH:20]=[CH:19][C:18]([CH2:21][CH3:22])=[CH:17][C:12]=2[C:13]([O:15]C)=[O:14])[N:7]([C:23]2[CH:28]=[CH:27][CH:26]=[CH:25][C:24]=2[CH3:29])[N:6]=1)([CH3:4])([CH3:3])[CH3:2].O.[OH-].[Li+].Cl>CO.C1COCC1.O>[C:1]([C:5]1[CH:9]=[C:8]([NH:10][C:11]2[CH:20]=[CH:19][C:18]([CH2:21][CH3:22])=[CH:17][C:12]=2[C:13]([OH:15])=[O:14])[N:7]([C:23]2[CH:28]=[CH:27][CH:26]=[CH:25][C:24]=2[CH3:29])[N:6]=1)([CH3:4])([CH3:2])[CH3:3] |f:1.2.3|. Procedure details: To a solution of methyl 2-{[3-tert-butyl-1-(2-methylphenyl)-1H-pyrazol-5-yl]amino}-5-ethylbenzoate (Example 235, 115 mg, 0.29 mmol) in a mixture of methanol (1 mL) and THF (1 mL) was added lithium hydroxide monohydrate (123 mg, 2.94 mmol) in water (2 mL), and the mixture was heated to 40° C. for 1 h. The reaction mixture was then cooled to rt, and the pH of the solution was adjusted to 5 using 0.5 N aq HCl. The solvent was removed under reduced pressure, and the residue was subjected to HPLC pur... Starting materials: Cc1cc(Cl)c(Sc2ccc([N+](=O)[O-])c(Oc3ccccc3)c2Cl)cc1Cl, NCc1ccccc1, C1COCCO1. Yields the product Cc1cc(Cl)c(Sc2ccc([N+](=O)[O-])c(NCc3ccccc3)c2Cl)cc1Cl. RXN SMILES: [Cl:1][c:2]1[c:3]([S:18][c:19]2[c:20]([Cl:27])[cH:21][c:22]([CH3:26])[c:23]([Cl:25])[cH:24]2)[cH:4][cH:5][c:6]([N+:15](=[O:16])[O-:17])[c:7]1[O:8][c:9]1[cH:10][cH:11][cH:12][cH:13][cH:14]1.[NH2:28][CH2:29][c:30]1[cH:31][cH:32][cH:33][cH:34][cH:35]1.[O:36]1[CH2:37][CH2:38][O:39][CH2:40][CH2:41]1>>[Cl:1][c:2]1[c:3]([S:18][c:19]2[c:20]([Cl:27])[cH:21][c:22]([CH3:26])[c:23]([Cl:25])[cH:24]2)[cH:4][cH:5][c:6]([N+:15](=[O:16])[O-:17])[c:7]1[NH:28][CH2:29][c:30]1[cH:31][cH:32][cH:33][cH:34][cH:35]1.